This data is from the Open Reaction Database (ORD), a public repository of structured organic reaction records. The task is: describe an organic reaction: reactants, conditions, products, and yield Starting materials: C(C)(=O)N1CCC(CC1)O (N-acetyl-4-hydroxypiperidine), [H-].[Na+] (sodium hydride), C(C=C)Br (allyl bromide). Solvent: C(C)(C)O (isopropanol), CCOCC (ether), CN(C=O)C (dimethylformamide). Run at temperature 25 celsius, time 2 hour. The product is C(C)(=O)N1CCC(CC1)OCC=C (N-acetyl-4-allyloxypiperidine). Isolated yield 85.0%. RXN SMILES: [C:1]([N:4]1[CH2:9][CH2:8][CH:7]([OH:10])[CH2:6][CH2:5]1)(=[O:3])[CH3:2].[H-].[Na+].[CH2:13](Br)[CH:14]=[CH2:15]>CN(C)C=O.C(O)(C)C.CCOCC>[C:1]([N:4]1[CH2:9][CH2:8][CH:7]([O:10][CH2:15][CH:14]=[CH2:13])[CH2:6][CH2:5]1)(=[O:3])[CH3:2] |f:1.2|. Procedure details: A solution of N-acetyl-4-hydroxypiperidine (100 g.) in dimethylformamide (250 ml.) was added dropwise to sodium hydride (38 g., 50% mineral oil dispersion) under an atmosphere of nitrogen. The mixture was stirred for 2 hours then allyl bromide (93 g.) was added slowly whilst maintaining the reaction temperature at 25° C. by external cooling. The mixture was then stirred at room temperature overnight, diluted with isopropanol (20 ml.) and ether (500 ml.), filtered, and evaporated in vacuo. Distil...